This data is from the Open Reaction Database (ORD), a public repository of structured organic reaction records. The task is: describe an organic reaction: reactants, conditions, products, and yield The reactants are ClC=1C=CC=2N(N1)C(=NN2)COC=2C1=C(C=NC2N)C=CO1 (7-[(6-chloro[1,2,4]triazolo[4,3-b]pyridazin-3-yl)methoxy]furo[3,2-c]pyridin-6-amine), CN1N=CC(=C1)B1OC(C(O1)(C)C)(C)C (1-methyl-4-(4,4,5,5-tetramethyl-1,3,2-dioxaborolan-2-yl)-1H-pyrazole), C([O-])([O-])=O.[K+].[K+] (potassium carbonate), O1CCOCC1 (dioxane). Reagents/catalysts: C=1C=CC(=CC1)[P](C=2C=CC=CC2)(C=3C=CC=CC3)[Pd]([P](C=4C=CC=CC4)(C=5C=CC=CC5)C=6C=CC=CC6)([P](C=7C=CC=CC7)(C=8C=CC=CC8)C=9C=CC=CC9)[P](C=1C=CC=CC1)(C=1C=CC=CC1)C=1C=CC=CC1 (Pd(PPh3)4). Run in O (water). Yields the product CN1N=CC(=C1)C=1C=CC=2N(N1)C(=NN2)COC=2C1=C(C=NC2N)C=CO1 (7-{[6-(1-methyl-1H-pyrazol-4-yl) [1,2,4]triazolo[4,3-b]pyridazin-3-yl]methoxy}furo[3,2-c]pyridin-6-amine). Reaction SMILES: Cl[C:2]1[CH:3]=[CH:4][C:5]2[N:6]([C:8]([CH2:11][O:12][C:13]3[C:14]4[O:22][CH:21]=[CH:20][C:15]=4[CH:16]=[N:17][C:18]=3[NH2:19])=[N:9][N:10]=2)[N:7]=1.[CH3:23][N:24]1[CH:28]=[C:27](B2OC(C)(C)C(C)(C)O2)[CH:26]=[N:25]1.C(=O)([O-])[O-].[K+].[K+].O1CCOCC1>C1C=CC([P]([Pd]([P](C2C=CC=CC=2)(C2C=CC=CC=2)C2C=CC=CC=2)([P](C2C=CC=CC=2)(C2C=CC=CC=2)C2C=CC=CC=2)[P](C2C=CC=CC=2)(C2C=CC=CC=2)C2C=CC=CC=2)(C2C=CC=CC=2)C2C=CC=CC=2)=CC=1.O>[CH3:23][N:24]1[CH:28]=[C:27]([C:2]2[CH:3]=[CH:4][C:5]3[N:6]([C:8]([CH2:11][O:12][C:13]4[C:14]5[O:22][CH:21]=[CH:20][C:15]=5[CH:16]=[N:17][C:18]=4[NH2:19])=[N:9][N:10]=3)[N:7]=2)[CH:26]=[N:25]1 |f:2.3.4,^1:53,55,74,93|. Procedure: A mixture of 7-[(6-chloro[1,2,4]triazolo[4,3-b]pyridazin-3-yl)methoxy]furo[3,2-c]pyridin-6-amine (15.0 mg, 0.047 mmol), 1-methyl-4-(4,4,5,5-tetramethyl-1,3,2-dioxaborolan-2-yl)-1H-pyrazole (19.7 mg, 0.095 mmol), Pd(PPh3)4 (5 mg, 0.004 mmol), potassium carbonate (19.6 mg, 0.142 mmol) and 4:1 dioxane:water (2 mL) was microwaved at 100° C. for 30 min. The solution was loaded into a SCX cartridge, washed with MeOH and ejected with 2M NH3 in MeOH. The filtrate was concentrated in vacuo, redissolved i... Reactants: C([O-])(O)=O.[Na+] (sodium bicarbonate), NC=1C=C(C=CC1OC(C)C)S(=O)(=O)N (3-Amino-4-isopropoxy-benzenesulfonamide), C(=S)(Cl)Cl (Thiophosgene). Solvent: O (water), C(Cl)(Cl)Cl (chloroform), O (water). Run at time 1.5 hour. Product: C(C)(C)OC1=C(C=C(C=C1)S(=O)(=O)N)N=C=S (4-Isopropoxy-3-isothiocyanato-benzenesulfonamide). RXN SMILES: C(=O)(O)[O-].[Na+].[NH2:6][C:7]1[CH:8]=[C:9]([S:17]([NH2:20])(=[O:19])=[O:18])[CH:10]=[CH:11][C:12]=1[O:13][CH:14]([CH3:16])[CH3:15].[C:21](Cl)(Cl)=[S:22]>O.C(Cl)(Cl)Cl>[CH:14]([O:13][C:12]1[CH:11]=[CH:10][C:9]([S:17]([NH2:20])(=[O:18])=[O:19])=[CH:8][C:7]=1[N:6]=[C:21]=[S:22])([CH3:16])[CH3:15] |f:0.1|. Procedure details: A solution of sodium bicarbonate (16.8 g, 199.5 mmol) in water (400 mL) was added to 3-amino-4-isopropoxy-benzenesulfonamide (15.3 g, 66.5 mmol, example 2, step d) in a mixture of chloroform (200 mL) and water (200 mL). Thiophosgene (6.37 mL, 83.1 mmol) was then added. The biphasic solution was stirred at room temperature for 1.5 h. The phases were separated and the aqueous phase was extracted with CH2Cl2. The organic phase was washed with water, dried (Na2SO4), filtered, and concentrated, yield...